This data is from the Open Reaction Database (ORD), a public repository of structured organic reaction records. The task is: describe an organic reaction: reactants, conditions, products, and yield Starting materials: C1=CC=CC=C1 (benzene), Cl (hydrochloric acid), solution, C(C)(=O)C1=CC=CC=C1 (acetophenone), reagent ( A ). The solvent is O1CCCC1 (tetrahydrofuran). Conditions: temperature 30 celsius, time 24 hour. The product is C1(=CC=CC=C1)C(C)O (1-phenylethanol). Reaction SMILES: [C:1]([C:4]1[CH:9]=[CH:8][CH:7]=[CH:6][CH:5]=1)(=[O:3])[CH3:2].C1C=CC=CC=1.Cl>O1CCCC1>[C:4]1([CH:1]([OH:3])[CH3:2])[CH:9]=[CH:8][CH:7]=[CH:6][CH:5]=1. Reported procedure: Under an atmosphere of nitrogen, 1.80 ml of a 0.99 M solution of acetophenone in tetrahydrofuran was added to the solution of reagent (A), obtained in Example 1, and the mixture stirred at 30° C. for 24 hours. The reaction mixture was poured into a mixture of 15 ml of benzene and 10 ml of 2 M hydrochloric acid, extracted with benzene, and the extract was washed with water, dried over sodium sulphate and concentrated under reduced pressure. The residue was purified by distillation in vacuo (130°-...